describe an organic reaction: reactants, conditions, products, and yield From a dataset of the Open Reaction Database (ORD), a public repository of structured organic reaction records. Reactants: CC(C)(C)OC(=O)N1CCCC1C(=O)NC1CC(=O)OC1OCc1ccccc1, ClCCl, O=C(O)C(F)(F)F. Yields the product O=C1CC(NC(=O)C2CCCN2)C(OCc2ccccc2)O1. As a reaction SMILES: [C:1]([O:2][C:3](=[O:4])[N:8]1[CH:9]([C:13]([NH:14][CH:15]2[CH:16]([O:21][CH2:22][c:23]3[cH:24][cH:25][cH:26][cH:27][cH:28]3)[O:17][C:18](=[O:20])[CH2:19]2)=[O:29])[CH2:10][CH2:11][CH2:12]1)([CH3:5])([CH3:6])[CH3:7].[Cl:37][CH2:38][Cl:39].[F:30][C:31]([F:32])([F:33])[C:34]([OH:35])=[O:36]>>[NH:8]1[CH:9]([C:13]([NH:14][CH:15]2[CH:16]([O:21][CH2:22][c:23]3[cH:24][cH:25][cH:26][cH:27][cH:28]3)[O:17][C:18](=[O:20])[CH2:19]2)=[O:29])[CH2:10][CH2:11][CH2:12]1. Procedure: A solution of 2.1 g (4.1 mmol) of 9 in 35 mL of methanol was treated with 0.92 mL (29.3 mmol) of anhydrous hydrazine and stirred at room temperature overnight. The reaction was concentrated at reduced pressure. The residue was diluted with 25 mL of methylene chloride, undissolved solids were filtered off, and the filtrate was chromatographed on 300 g of silica gel using 15% methanol in methylene chloride as eluent to remove front running impurities, then 2% triethylamine and 15% methanol in meth... Product: NCCCN1C=C2C[C@H]3N(C[C@H](C(N(CC)CC)=O)C=C3C=3C=CC=C1C32)C (1-(3-aminopropyl)-N,N-diethyl-D-lysergamide). Solvent: CO (methanol). As a reaction SMILES: O=C1C2C(=CC=CC=2)C(=O)[N:3]1[CH2:12][CH2:13][CH2:14][N:15]1[C:36]2[C:37]3[C:17]([CH2:18][C@@H:19]4[C:31]([C:32]=3[CH:33]=[CH:34][CH:35]=2)=[CH:30][C@@H:22]([C:23](=[O:29])[N:24]([CH2:27][CH3:28])[CH2:25][CH3:26])[CH2:21][N:20]4[CH3:38])=[CH:16]1.NN>CO>[NH2:3][CH2:12][CH2:13][CH2:14][N:15]1[C:36]2[C:37]3[C:17]([CH2:18][C@@H:19]4[C:31]([C:32]=3[CH:33]=[CH:34][CH:35]=2)=[CH:30][C@@H:22]([C:23](=[O:29])[N:24]([CH2:25][CH3:26])[CH2:27][CH3:28])[CH2:21][N:20]4[CH3:38])=[CH:16]1. Conditions: time 8 hour. Reactants: O=C1N(C(C2=CC=CC=C12)=O)CCCN1C=C2C[C@H]3N(C[C@H](C(N(CC)CC)=O)C=C3C=3C=CC=C1C32)C (1-[3-(1,3-dihydro-1,3-dioxo-2H-isoindol-2-yl)propyl]-N,N-diethyl-D-lysergamide), NN (hydrazine). The yield is 79.5%. Starting materials: C1(=CC=CC=C1)/C=C/C=1OC=C(N1)COC=1C=C(C=CC1)CCCO (3-[3-[2-[(E)-2-phenylethenyl]-4-oxazolylmethoxy]phenyl]propanol), N1N=CN=C1 (1,2,4-triazole). The product is C1(=CC=CC=C1)/C=C/C=1OC=C(N1)COC=1C=C(C=CC1)CCCN1N=CN=C1 (1-[3-[3-[2-[(E)-2-phenylethenyl]-4-oxazolylmethoxy]phenyl]propyl]-1,2,4-triazole). Isolated yield 61.0%. RXN SMILES: [C:1]1(/[CH:7]=[CH:8]/[C:9]2[O:10][CH:11]=[C:12]([CH2:14][O:15][C:16]3[CH:17]=[C:18]([CH2:22][CH2:23][CH2:24]O)[CH:19]=[CH:20][CH:21]=3)[N:13]=2)[CH:6]=[CH:5][CH:4]=[CH:3][CH:2]=1.[NH:26]1[CH:30]=[N:29][CH:28]=[N:27]1>>[C:1]1(/[CH:7]=[CH:8]/[C:9]2[O:10][CH:11]=[C:12]([CH2:14][O:15][C:16]3[CH:17]=[C:18]([CH2:22][CH2:23][CH2:24][N:26]4[CH:30]=[N:29][CH:28]=[N:27]4)[CH:19]=[CH:20][CH:21]=3)[N:13]=2)[CH:6]=[CH:5][CH:4]=[CH:3][CH:2]=1. Reported procedure: In substantially the same manner as in Working Example 1, 3-[3-[2-[(E)-2-phenylethenyl]-4-oxazolylmethoxy]phenyl]propanol was allowed to react with 1,2,4-triazole to give 1-[3-[3-[2-[(E)-2-phenylethenyl]-4-oxazolylmethoxy]phenyl]propyl]-1,2,4-triazole. The yield was 61%. Recrystallization from ethyl acetate-hexane gave colorless prisms, mp 59-60° C. The reactants are CC(C)(C)OC(=O)N1CCC(N2CCN(C(=O)Nc3ccc(Cl)c(Cl)c3)CC2)C1, ClCCl, O=C(O)C(F)(F)F. Product: O=C(Nc1ccc(Cl)c(Cl)c1)N1CCN(C2CCNC2)CC1. As a reaction SMILES: [Cl:1][c:2]1[cH:3][c:4]([NH:9][C:10](=[O:11])[N:12]2[CH2:13][CH2:14][N:15]([CH:18]3[CH2:19][N:20]([C:23]([O:24][C:25]([CH3:26])([CH3:27])[CH3:28])=[O:29])[CH2:21][CH2:22]3)[CH2:16][CH2:17]2)[cH:5][cH:6][c:7]1[Cl:8].[Cl:37][CH2:38][Cl:39].[OH:30][C:31]([C:32]([F:33])([F:34])[F:35])=[O:36]>>[Cl:1][c:2]1[cH:3][c:4]([NH:9][C:10](=[O:11])[N:12]2[CH2:13][CH2:14][N:15]([CH:18]3[CH2:19][NH:20][CH2:21][CH2:22]3)[CH2:16][CH2:17]2)[cH:5][cH:6][c:7]1[Cl:8]. Reactants: ice, C(C)(C)(C)C1=C(C(=CC(=C1)N)C(C)(C)C)O (2,6-di-t-butyl-4-aminophenol), C(C)(=O)OCCBr (bromoethyl acetate), C(C)(C)(C)C1=C(C(=CC(=C1)N)C(C)(C)C)O (2,6-di-t-butyl-4-aminophenol), C(C)(=O)[O-].[Na+] (sodium acetate), O (water). The solvent is C(C)O (ethanol). Reaction conditions: temperature 65 celsius. Yields the product C(C)(=O)ON(C1=CC(=C(C(=C1)C(C)(C)C)O)C(C)(C)C)CC (Ethyl(3,5-di-t-butyl-4-hydroxyphenyl)amino acetate). As a reaction SMILES: [C:1]([C:5]1[CH:10]=[C:9]([NH2:11])[CH:8]=[C:7]([C:12]([CH3:15])([CH3:14])[CH3:13])[C:6]=1[OH:16])([CH3:4])([CH3:3])[CH3:2].[C:17]([O-:20])(=[O:19])[CH3:18].[Na+].[C:22](OCCBr)(=O)[CH3:23].O>C(O)C>[C:17]([O:20][N:11]([CH2:22][CH3:23])[C:9]1[CH:8]=[C:7]([C:12]([CH3:15])([CH3:14])[CH3:13])[C:6]([OH:16])=[C:5]([C:1]([CH3:4])([CH3:3])[CH3:2])[CH:10]=1)(=[O:19])[CH3:18] |f:1.2|. Procedure: 1 g (4.5 mmol) of 2,6-di-t-butyl-4-aminophenol (intermediate 10.2) and 0.65 g of sodium acetate (7.9 mmol) are put into suspension in 1 ml of ethanol. Then bromoethyl acetate (0.94 g, 5.65 mmol) is added to the medium and the reaction medium is heated at 65° C. for 2 hours. The reaction mixture is poured into 20 ml of ice-cooled water and the reaction product is extracted with dichloromethane (3 times 15 ml). The organic phases are dried and the solvent is evaporated off under reduced pressure. ...